Dataset: the Open Reaction Database (ORD), a public repository of structured organic reaction records. Task: describe an organic reaction: reactants, conditions, products, and yield Starting materials: [Br-], C1CCOC1, C[Mg+], N#Cc1c(O)c2c(-c3ccc(-c4ccccc4O)cc3)csc2[nH]c1=O. Reaction SMILES: [Br-:1].[CH2:30]1[O:31][CH2:32][CH2:33][CH2:34]1.[CH3:2][Mg+:3].[OH:4][c:5]1[c:6]2[c:7]([nH:8][c:9](=[O:13])[c:10]1[C:11]#[N:12])[s:14][cH:15][c:16]2-[c:17]1[cH:18][cH:19][c:20](-[c:23]2[c:24]([OH:29])[cH:25][cH:26][cH:27][cH:28]2)[cH:21][cH:22]1>>[CH3:2][C:11]([c:10]1[c:5]([OH:4])[c:6]2[c:7]([nH:8][c:9]1=[O:13])[s:14][cH:15][c:16]2-[c:17]1[cH:18][cH:19][c:20](-[c:23]2[c:24]([OH:29])[cH:25][cH:26][cH:27][cH:28]2)[cH:21][cH:22]1)=[NH:12]. Product: CC(=N)c1c(O)c2c(-c3ccc(-c4ccccc4O)cc3)csc2[nH]c1=O.